Dataset: the Open Reaction Database (ORD), a public repository of structured organic reaction records. Task: describe an organic reaction: reactants, conditions, products, and yield Reactants: COC(C1=CC(=CC(=C1)C)O)=S (3-hydroxy-5-methylthiobenzoic acid methyl ester), BrCCCCCCCCCCCCCCCCCC (1-bromooctadecane), C([O-])([O-])=O.[K+].[K+] (potassium carbonate), COC(C1=CC(=CC(=C1)OCCCCCCCCCCCCCCCCCC)SC)=O (3-(methylthio)-5-(octadecyloxy)benzoic acid methyl ester), [OH-].[Na+] (NaOH), COC(C1=CC(=CC(=C1)OCCCCCCCCCCCCCCCCCC)SC)=O (3-(methylthio)-5-(octadecyloxy)benzoic acid methyl ester), 3-(methylthio)-5-(oxtadecyloxy)benzoic acid. Solvent: CO (methanol). Product: CSC=1C=C(C(=O)O)C=C(C1)OCCCCCCCCCCCCCCCCCC (3-(Methylthio)-5-(octadecyloxy)benzoic acid). The yield is 95.0%. As a reaction SMILES: COC(=S)C1C=C(C)C=C(O)C=1.BrCCCCCCCCCCCCCCCCCC.C(=O)([O-])[O-].[K+].[K+].C[O:39][C:40](=[O:68])[C:41]1[CH:46]=[C:45]([O:47][CH2:48][CH2:49][CH2:50][CH2:51][CH2:52][CH2:53][CH2:54][CH2:55][CH2:56][CH2:57][CH2:58][CH2:59][CH2:60][CH2:61][CH2:62][CH2:63][CH2:64][CH3:65])[CH:44]=[C:43]([S:66][CH3:67])[CH:42]=1.[OH-].[Na+]>CO>[CH3:67][S:66][C:43]1[CH:42]=[C:41]([CH:46]=[C:45]([O:47][CH2:48][CH2:49][CH2:50][CH2:51][CH2:52][CH2:53][CH2:54][CH2:55][CH2:56][CH2:57][CH2:58][CH2:59][CH2:60][CH2:61][CH2:62][CH2:63][CH2:64][CH3:65])[CH:44]=1)[C:40]([OH:68])=[O:39] |f:2.3.4,6.7|. Procedure details: A mixture of 2.54 g (12.8 mmol) of 3-hydroxy-5-methylthiobenzoic acid methyl ester, 4.7 g (14.1 mmol) of 1-bromooctadecane and 2.7 g (19.2 mmol) of potassium carbonate in 60 ml of anhydrous DMP was stirred and heated at 80° under an argon atmosphere for 21 hours. The reaction mixture was filtered through a Celite pad and the filtrate was concentrated at reduced pressure. Water was added to the residue and the product was filtered and recrystallized from methylene chloride-methanol to give 5.5 g ...